From a dataset of the Open Reaction Database (ORD), a public repository of structured organic reaction records. describe an organic reaction: reactants, conditions, products, and yield Reactants: C(C)OC(C)OCC (acetaldehyde diethylacetal), C([O-])(O)=O.[Na+] (sodium bicarbonate), C([O-])([O-])=O.[K+].[K+] (potassium carbonate), C(C)=O (acetaldehyde), OC1CCNC2=C(C1O)C=C(C=C2)F (4,5-dihydroxy-7-fluoro-2,3,4,5-tetrahydro-1H-1-benzazepine). The solvent is B(F)(F)F.CCOCC (boron trifluoride etherate), O1CCCC1 (tetrahydrofuran), B(F)(F)F.CCOCC (boron trifluoride etherate). Yields the product FC=1C=CC2=C(C3C4(CCN2CC4)OC(O3)C)C1 (9-Fluoro-3a,4,5,10b-tetrahydro-2-methyl-3a,6-ethano-1,3-dioxolo-[4,5-d][1]benzazepine). As a reaction SMILES: [OH:1][CH:2]1[CH:8]([OH:9])[C:7]2[CH:10]=[C:11]([F:14])[CH:12]=[CH:13][C:6]=2[NH:5][CH2:4][CH2:3]1.[CH:15](=O)[CH3:16].[CH2:18](OC(OCC)C)[CH3:19].C(=O)(O)[O-].[Na+].C(=O)([O-])[O-].[K+].[K+]>O1CCCC1.B(F)(F)F.CCOCC>[F:14][C:11]1[CH:12]=[CH:13][C:6]2[N:5]3[CH2:18][CH2:19][C:2]4([O:1][CH:15]([CH3:16])[O:9][CH:8]4[C:7]=2[CH:10]=1)[CH2:3][CH2:4]3 |f:3.4,5.6.7,9.10|. Reported procedure: To a solution of 3.7 g of 1,4-ethano-b 4,5-dihydroxy-7-fluoro-2,3,4,5-tetrahydro-1H-1-benzazepine in 50 ml of dry tetrahydrofuran, 2.2 ml of boron trifluoride etherate was added dropwise, with stirring, at room temperature, under nitrogen. To the mixture, 5 ml of acetaldehyde was added. After stirring for ca. 16 hrs, 1.2 ml of freshly distilled boron trifluoride etherate and of ca. 2 ml of acetaldehyde diethylacetal were added, and the solution was stirred for ca. two hrs at 40° C. The reaction ... The yield is 98.8%. Run in C(C)#N (acetonitrile). The reagents and catalysts are [Pt] (platinum on carbon). Reactants: ClC1=NC2=CC=CC=C2C(=C1[N+](=O)[O-])NCC1=CC(=NO1)C1=CC=C(C=C1)F (2-chloro-N-{[3-(4-fluorophenyl)isoxazol-5-yl]methyl}-3-nitroquinolin-4-amine). Procedure: Under a nitrogen atmosphere, acetonitrile (2 L) was added to a Parr vessel containing 5% platinum on carbon (2.0 g) and 2-chloro-N-{[3-(4-fluorophenyl)isoxazol-5-yl]methyl}-3-nitroquinolin-4-amine (36.12 g, 90.58 mmol). The vessel was sealed, purged with nitrogen, and placed under hydrogen pressure (30 psi, 2.1×105 Pa) for 17 hours at room temperature. The catalyst was removed by filtration, and the filtrate was concentrated under reduced pressure. The resulting semi-solid was treated with dieth... Product: ClC1=NC2=CC=CC=C2C(=C1N)NCC1=CC(=NO1)C1=CC=C(C=C1)F (2-chloro-N4-{[3-(4-fluorophenyl)isoxazol-5-yl]methyl}quinoline-3,4-diamine). As a reaction SMILES: [Cl:1][C:2]1[C:11]([N+:12]([O-])=O)=[C:10]([NH:15][CH2:16][C:17]2[O:21][N:20]=[C:19]([C:22]3[CH:27]=[CH:26][C:25]([F:28])=[CH:24][CH:23]=3)[CH:18]=2)[C:9]2[C:4](=[CH:5][CH:6]=[CH:7][CH:8]=2)[N:3]=1>[Pt].C(#N)C>[Cl:1][C:2]1[C:11]([NH2:12])=[C:10]([NH:15][CH2:16][C:17]2[O:21][N:20]=[C:19]([C:22]3[CH:23]=[CH:24][C:25]([F:28])=[CH:26][CH:27]=3)[CH:18]=2)[C:9]2[C:4](=[CH:5][CH:6]=[CH:7][CH:8]=2)[N:3]=1. The reactants are C([O-])([O-])=O.[Cs+].[Cs+] (cesium carbonate), OC1=CC=C(C=C1)CCN1[C@@](CN2C1=NC(=CC2=O)N2CC1CCC(C2)O1)(C(F)(F)F)C ((S)-1-[2-(4-hydroxyphenyl)ethyl]-2-methyl-7-(8-oxa-3-azabicyclo[3.2.1]oct-3-yl)-2-trifluoromethyl-2,3-dihydro-1H-imidazo[1,2-a]pyrimidin-5-one), ClCC(=O)N(C)C (2-chloro-N,N-dimethylacetamide), [I-].[Na+] (sodium iodide). Run in CN(C)C=O (DMF). Reaction conditions: temperature 80 celsius. Yields the product CN(C(COC1=CC=C(C=C1)CCN1[C@@](CN2C1=NC(=CC2=O)N2CC1CCC(C2)O1)(C(F)(F)F)C)=O)C (N, N-dimethyl-2-(4-{2-[(S)-2-methyl-7-(8-oxa-3-azabicyclo[3.2.1]oct-3-yl)-5-oxo-2-trifluoromethyl-2,3-dihydro-5H-imidazo[1,2-a]pyrimidin-1-yl]ethyl}phenoxy)acetamide). RXN SMILES: C(=O)([O-])[O-].[Cs+].[Cs+].[OH:7][C:8]1[CH:13]=[CH:12][C:11]([CH2:14][CH2:15][N:16]2[C:20]3=[N:21][C:22]([N:26]4[CH2:32][CH:31]5[O:33][CH:28]([CH2:29][CH2:30]5)[CH2:27]4)=[CH:23][C:24](=[O:25])[N:19]3[CH2:18][C@@:17]2([CH3:38])[C:34]([F:37])([F:36])[F:35])=[CH:10][CH:9]=1.Cl[CH2:40][C:41]([N:43]([CH3:45])[CH3:44])=[O:42].[I-].[Na+]>CN(C=O)C>[CH3:44][N:43]([CH3:45])[C:41](=[O:42])[CH2:40][O:7][C:8]1[CH:13]=[CH:12][C:11]([CH2:14][CH2:15][N:16]2[C:20]3=[N:21][C:22]([N:26]4[CH2:27][CH:28]5[O:33][CH:31]([CH2:30][CH2:29]5)[CH2:32]4)=[CH:23][C:24](=[O:25])[N:19]3[CH2:18][C@@:17]2([CH3:38])[C:34]([F:37])([F:36])[F:35])=[CH:10][CH:9]=1 |f:0.1.2,5.6|. Procedure details: 235 mg (0.72 mmol) of cesium carbonate are added to a solution of 130 mg (0.29 mmol) of (S)-1-[2-(4-hydroxyphenyl)ethyl]-2-methyl-7-(8-oxa-3-azabicyclo[3.2.1]oct-3-yl)-2-trifluoromethyl-2,3-dihydro-1H-imidazo[1,2-a]pyrimidin-5-one in 10 mL of DMF. After heating at 80° C. for 20 minutes, 52.60 mg (0.43 mmol) of 2-chloro-N,N-dimethylacetamide and 43.30 mg (0.29 mmol) of sodium iodide are added. The reaction medium is heated at 80° C. overnight. The reaction medium is evaporated to dryness. After p... Reactants: CCC(CC)C(=O)Cl, CC1=NC(c2ccccc2)(c2ccccc2)C(=O)N1CC(=O)c1ccc(N)cc1F. Yields the product CCC(CC)C(=O)Nc1ccc(C(=O)CN2C(=O)C(c3ccccc3)(c3ccccc3)N=C2C)c(F)c1. RXN SMILES: [CH2:31]([CH3:32])[CH:33]([C:34](=[O:35])[Cl:36])[CH2:37][CH3:38].[NH2:1][c:2]1[cH:3][c:4]([F:30])[c:5]([C:8]([CH2:9][N:10]2[C:11]([CH3:28])=[N:12][C:13]([c:16]3[cH:17][cH:18][cH:19][cH:20][cH:21]3)([c:22]3[cH:23][cH:24][cH:25][cH:26][cH:27]3)[C:14]2=[O:15])=[O:29])[cH:6][cH:7]1>>[NH:1]([c:2]1[cH:3][c:4]([F:30])[c:5]([C:8]([CH2:9][N:10]2[C:11]([CH3:28])=[N:12][C:13]([c:16]3[cH:17][cH:18][cH:19][cH:20][cH:21]3)([c:22]3[cH:23][cH:24][cH:25][cH:26][cH:27]3)[C:14]2=[O:15])=[O:29])[cH:6][cH:7]1)[C:34]([CH:33]([CH2:31][CH3:32])[CH2:37][CH3:38])=[O:35]. The reactants are [BH4-], COc1ccc2nccc(-c3ccc(CCN)cn3)c2n1, CCO, ClCCl, [Na+], [Na+], [Na+], O=S(=O)([O-])[O-], O=Cc1ccc2c(n1)NC(=O)CS2. The product is COc1ccc2nccc(-c3ccc(CCNCc4ccc5c(n4)NC(=O)CS5)cn3)c2n1. As a reaction SMILES: [BH4-:42].[CH3:1][O:2][c:3]1[n:4][c:5]2[c:6](-[c:13]3[cH:14][cH:15][c:16]([CH2:19][CH2:20][NH2:21])[cH:17][n:18]3)[cH:7][cH:8][n:9][c:10]2[cH:11][cH:12]1.[CH3:47][CH2:48][OH:49].[Cl:44][CH2:45][Cl:46].[Na+:35].[Na+:36].[Na+:43].[O-:37][S:38]([O-:39])(=[O:40])=[O:41].[O:22]=[C:23]1[NH:24][c:25]2[c:26]([cH:29][cH:30][c:31]([CH:33]=[O:34])[n:32]2)[S:27][CH2:28]1>>[CH3:1][O:2][c:3]1[n:4][c:5]2[c:6](-[c:13]3[cH:14][cH:15][c:16]([CH2:19][CH2:20][NH:21][CH2:33][c:31]4[cH:30][cH:29][c:26]5[c:25]([n:32]4)[NH:24][C:23](=[O:22])[CH2:28][S:27]5)[cH:17][n:18]3)[cH:7][cH:8][n:9][c:10]2[cH:11][cH:12]1. Reaction conditions: temperature 100 celsius, time 25 minute. Yields the product CN1CCN(CC1)C=1C=C2C(=NC=NC2=CC1)NC=C(C(=O)OCC)C(=O)OCC (diethyl [{6-(4-methylpiperazinyl)-4-quinazolinylamino}methylene]propanedioate). As a reaction SMILES: [NH2:1][C:2]1[C:11]2[C:6](=[CH:7][CH:8]=[C:9]([N:12]3[CH2:17][CH2:16][N:15]([CH3:18])[CH2:14][CH2:13]3)[CH:10]=2)[N:5]=[CH:4][N:3]=1.C(O[CH:22]=[C:23]([C:29]([O:31][CH2:32][CH3:33])=[O:30])[C:24]([O:26][CH2:27][CH3:28])=[O:25])C>C(O)C(C)C>[CH3:18][N:15]1[CH2:14][CH2:13][N:12]([C:9]2[CH:10]=[C:11]3[C:6](=[CH:7][CH:8]=2)[N:5]=[CH:4][N:3]=[C:2]3[NH:1][CH:22]=[C:23]([C:24]([O:26][CH2:27][CH3:28])=[O:25])[C:29]([O:31][CH2:32][CH3:33])=[O:30])[CH2:17][CH2:16]1. Procedure: A mixture of 4-amino-6-(4-methylpiperazinyl)quinazoline (2.19 g) and diethyl ethoxymethylenepropanedioate (2.13 g) in isobutylalcohol (9 ml) was stirred for 2 hours and 25 minutes at 100° C. and then cooled to ambient temperature. The resultant mixture was concentrated under reduced pressure to give a residue, which was recrystallized from ethanol to give crystalline diethyl [{6-(4-methylpiperazinyl)-4-quinazolinylamino}methylene]propanedioate (1.58 g). Yield: 42.5%. Starting materials: NC1=NC=NC2=CC=C(C=C12)N1CCN(CC1)C (4-amino-6-(4-methylpiperazinyl)quinazoline), C(C)OC=C(C(=O)OCC)C(=O)OCC (diethyl ethoxymethylenepropanedioate). The solvent is C(C(C)C)O (isobutylalcohol). The reactants are P(=O)(OC=CCCCCCCCCCCCCCCCC)(OCC(CCl)O)[O-].[Na+] (sodium octadecenyl 2-hydroxy-3-chloropropyl phosphate), C(C)O.[OH-].[Na+] (sodium hydroxide ethanol). Run in C(C)O (ethanol). Reaction conditions: temperature 70 celsius, time 4 hour. Yields the product P(=O)(OC=CCCCCCCCCCCCCCCCC)(OCC1CO1)[O-].[Na+] (sodium octadecenyl glycidyl phosphate). The yield is 98.0%. RXN SMILES: [P:1]([O-:28])([O:22][CH2:23][CH:24]([OH:27])[CH2:25]Cl)([O:3][CH:4]=[CH:5][CH2:6][CH2:7][CH2:8][CH2:9][CH2:10][CH2:11][CH2:12][CH2:13][CH2:14][CH2:15][CH2:16][CH2:17][CH2:18][CH2:19][CH2:20][CH3:21])=[O:2].[Na+:29].C(O)C.[OH-].[Na+]>C(O)C>[P:1]([O-:28])([O:22][CH2:23][CH:24]1[O:27][CH2:25]1)([O:3][CH:4]=[CH:5][CH2:6][CH2:7][CH2:8][CH2:9][CH2:10][CH2:11][CH2:12][CH2:13][CH2:14][CH2:15][CH2:16][CH2:17][CH2:18][CH2:19][CH2:20][CH3:21])=[O:2].[Na+:29] |f:0.1,2.3.4,6.7|. Procedure: 50 g (0.11 mol) of sodium octadecenyl 2-hydroxy-3-chloropropyl phosphate was charged into a reactor, to which 1000 ml of ethanol was added, followed by agitation and heating to 70° C. to obtain a uniform mixture. Thereafter, the reaction system was cooled down to 30° C., to which was gradually added 60.0 g (0.11 mol) of a 0.0018 mol/g sodium hydroxide ethanol solution, followed by agitation for 4 hours while keeping the temperature. The HPLC analysis revealed the disappearance of a peak of the s... Starting materials: C1(C=2C(C(=O)O1)=CC=CC2)=O (phthalic anhydride), C1=CC=CC=2SC3=C(C21)C=CC=C3 (dibenzothiophene), [Cl-].[Al+3].[Cl-].[Cl-] (aluminum chloride), Cl (hydrochloric acid). Run in ClCCl (dichloromethane), ClCCl (dichloromethane), ClCCl (dichloromethane), O (water). Run at temperature 5 celsius, time 30 minute. The product is C(=O)(O)C1=C(C(=O)C2=CC3=C(SC4=C3C=CC=C4)C=C2)C=CC=C1 (2-(o-carboxybenzoyl)dibenzothiophene). The yield is 107.2%. Reaction SMILES: [Cl-].[Al+3].[Cl-].[Cl-].[C:5]1(=[O:15])[O:10][C:8](=[O:9])[C:7]2=[CH:11][CH:12]=[CH:13][CH:14]=[C:6]12.[CH:16]1[C:24]2[C:23]3[CH:25]=[CH:26][CH:27]=[CH:28][C:22]=3[S:21][C:20]=2[CH:19]=[CH:18][CH:17]=1.Cl>ClCCl.O>[C:8]([C:7]1[CH:11]=[CH:12][CH:13]=[CH:14][C:6]=1[C:5]([C:26]1[CH:27]=[CH:28][C:22]2[S:21][C:20]3[CH:19]=[CH:18][CH:17]=[CH:16][C:24]=3[C:23]=2[CH:25]=1)=[O:15])([OH:10])=[O:9] |f:0.1.2.3|. Procedure: To a mixture of aluminum chloride (40.0 g, 300 mmol) in anhydrous dichloromethane (1000 cm3) is added a suspension of phthalic anhydride (14.8 g, 100 mmol) in anhydrous dichloromethane (200 cm3). The suspension is stirred for 30 minutes, cooled to 5° C. and then a solution of dibenzothiophene (20.0 g, 110 mmol) in anhydrous dichloromethane (200 cm3) added drop wise under cooling with ice. After addition, the mixture is allowed to stir at 23° C. for 4 hours. The reaction mixture poured into a sol... Reactants: N1CCNCC1 (piperazine), [I-].[K+] (potassium iodide), C([O-])([O-])=O.[K+].[K+] (potassium carbonate), S(=O)(Cl)Cl (Thionyl chloride), FC1=CC=C(C=C1)C(O)C1=CC=CC=C1 ((±)-(4-fluorophenyl)phenylmethanol), C(O)([O-])=O.[Na+] (sodium hydrogen carbonate). Solvent: C(C)(=O)OCC (ethyl acetate), O (water). Run at time 8 hour. Yields the product FC1=CC=C(C=C1)C(N1CCNCC1)C1=CC=CC=C1 ((±)-1-[(4-Fluorophenyl)phenylmethyl]piperazine). Isolated yield 72.7%. Reaction SMILES: S(Cl)(Cl)=O.[F:5][C:6]1[CH:11]=[CH:10][C:9]([CH:12]([C:14]2[CH:19]=[CH:18][CH:17]=[CH:16][CH:15]=2)O)=[CH:8][CH:7]=1.C(=O)([O-])O.[Na+].[NH:25]1[CH2:30][CH2:29][NH:28][CH2:27][CH2:26]1.[I-].[K+].C(=O)([O-])[O-].[K+].[K+]>O.C(OCC)(=O)C>[F:5][C:6]1[CH:11]=[CH:10][C:9]([CH:12]([C:14]2[CH:19]=[CH:18][CH:17]=[CH:16][CH:15]=2)[N:25]2[CH2:30][CH2:29][NH:28][CH2:27][CH2:26]2)=[CH:8][CH:7]=1 |f:2.3,5.6,7.8.9|. Procedure details: Thionyl chloride was added to (±)-(4-fluorophenyl)phenylmethanol, and the mixture was stirred at a room temperature overnight. After the completion of the reaction was confirmed by HPLC, ethyl acetate was added thereto, and water was added to the mixture. The resulting mixture was neutralized with sodium hydrogen carbonate, and then washed water twice and dried over magnesium sulfate. After the solvent was distilled off, the residue was dissolved in acetonitrile, and piperazine (1.7 g, 20 mmol),...